Dataset: the Open Reaction Database (ORD), a public repository of structured organic reaction records. Task: describe an organic reaction: reactants, conditions, products, and yield The reactants are CCOC(=O)C1CC(=O)N1Cc1ccc(OC)cc1OC, CC#N, [Na+], [Na+], O, O=P([O-])([O-])O. Yields the product CCOC(=O)C1CC(=O)N1. RXN SMILES: [CH3:1][O:2][c:3]1[cH:4][c:5]([O:16][CH3:17])[cH:18][cH:19][c:20]1[CH2:21][N:6]1[CH:7]([C:11](=[O:12])[O:13][CH2:14][CH3:15])[CH2:8][C:9]1=[O:10].[CH3:30][C:31]#[N:32].[Na+:22].[Na+:23].[OH2:29].[OH:24][P:25](=[O:26])([O-:27])[O-:28]>>[NH:6]1[CH:7]([C:11](=[O:12])[O:13][CH2:14][CH3:15])[CH2:8][C:9]1=[O:10].